From a dataset of the Open Reaction Database (ORD), a public repository of structured organic reaction records. describe an organic reaction: reactants, conditions, products, and yield Reactants: C(=O)(OCC1=CC=CC=C1)N[C@@H](CC(C)C)C(=O)NC=CC (N-(Cbz-leucinyl)-amino-propene), C1=CC(=CC(=C1)Cl)C(=O)OO (mCPBA). Solvent: C(Cl)Cl (methylene chloride), C([O-])(O)=O.[Na+] (sodium bicarbonate). Run at time 8 hour. Yields the product C(=O)(OCC1=CC=CC=C1)N[C@@H](CC(C)C)C(=O)NC1C(C)O1 (N-(Cbz-leucinyl)-amino-propene Oxide). As a reaction SMILES: [C:1]([NH:11][C@H:12]([C:17]([NH:19][CH:20]=[CH:21][CH3:22])=[O:18])[CH2:13][CH:14]([CH3:16])[CH3:15])([O:3][CH2:4][C:5]1[CH:10]=[CH:9][CH:8]=[CH:7][CH:6]=1)=[O:2].C1C=C(Cl)C=C(C(OO)=[O:31])C=1>C(Cl)Cl.C(=O)(O)[O-].[Na+]>[C:1]([NH:11][C@H:12]([C:17]([NH:19][CH:20]1[O:31][CH:21]1[CH3:22])=[O:18])[CH2:13][CH:14]([CH3:16])[CH3:15])([O:3][CH2:4][C:5]1[CH:10]=[CH:9][CH:8]=[CH:7][CH:6]=1)=[O:2] |f:3.4|. Procedure details: N-(Cbz-leucinyl)-amino-propene (2.95 g, 9.7 mmol) was dissolved in methylene chloride (100 ml), then mCPBA (5.0 g, 29.1 mmol) was added and the reaction was stirred overnight. The reaction was diluted with saturated aqueous sodium bicarbonate, extracted with EtOAc, dried with magnesium sulfate, filtered, concentrated, and chromatographed (silica gel, 50% EtOAc: hexanes). The reactants are Cn1ccc2c(ncn2-c2ccc(F)c(Br)c2)c1=O, OB(O)c1cccnc1. Product: Cn1ccc2c(ncn2-c2ccc(F)c(-c3cccnc3)c2)c1=O. As a reaction SMILES: [Br:1][c:2]1[cH:3][c:4](-[n:9]2[cH:10][n:11][c:12]3[c:13](=[O:19])[n:14]([CH3:18])[cH:15][cH:16][c:17]23)[cH:5][cH:6][c:7]1[F:8].[n:20]1[cH:21][c:22]([B:26]([OH:27])[OH:28])[cH:23][cH:24][cH:25]1>>[c:2]1(-[c:22]2[cH:21][n:20][cH:25][cH:24][cH:23]2)[cH:3][c:4](-[n:9]2[cH:10][n:11][c:12]3[c:13](=[O:19])[n:14]([CH3:18])[cH:15][cH:16][c:17]23)[cH:5][cH:6][c:7]1[F:8].